From a dataset of the Open Reaction Database (ORD), a public repository of structured organic reaction records. describe an organic reaction: reactants, conditions, products, and yield Starting materials: BrC1=C(C=C(C=C1)C(CC(C(F)(F)F)(S)C1=CC(=CC(=C1)Cl)Cl)=O)C (1-(4-Bromo-3-methyl-phenyl)-3-(3,5-dichloro-phenyl)-4,4,4-trifluoro-3-mercapto-butan-1-one), [OH-].[K+] (potassium hydroxide), NOS(=O)(=O)O (Hydroxylamine-O-sulfonic acid), [OH-].[K+] (potassium hydroxide). Solvent: C(C)(=O)OCC (ethyl acetate). Reaction conditions: time 30 minute. Product: BrC1=C(C=C(C=C1)C1=NSC(C1)(C(F)(F)F)C1=CC(=CC(=C1)Cl)Cl)C (3-(4-Bromo-3-methyl-phenyl)-5-(3,5-dichloro-phenyl)-5-trifluoromethyl-4,5-dihydro-isothiazole). Reaction SMILES: [Br:1][C:2]1[CH:7]=[CH:6][C:5]([C:8](=O)[CH2:9][C:10]([C:16]2[CH:21]=[C:20]([Cl:22])[CH:19]=[C:18]([Cl:23])[CH:17]=2)([SH:15])[C:11]([F:14])([F:13])[F:12])=[CH:4][C:3]=1[CH3:25].[OH-].[K+].[NH2:28]OS(O)(=O)=O>C(OCC)(=O)C>[Br:1][C:2]1[CH:7]=[CH:6][C:5]([C:8]2[CH2:9][C:10]([C:16]3[CH:21]=[C:20]([Cl:22])[CH:19]=[C:18]([Cl:23])[CH:17]=3)([C:11]([F:14])([F:13])[F:12])[S:15][N:28]=2)=[CH:4][C:3]=1[CH3:25] |f:1.2|. Reported procedure: To a solution of 1-(4-Bromo-3-methyl-phenyl)-3-(3,5-dichloro-phenyl)-4,4,4-trifluoro-3-mercapto-butan-1-one (382 mg) in a solution of potassium hydroxide (162 mg in 8 mL of water) was added a solution of Hydroxylamine-O-sulfonic acid (2 equiv.) in a solution of potassium hydroxide (243 mg in 16 mL of water). After stirring at room temperature for 30 minutes, the mixture was diluted with ethyl acetate, and washed with brine. The collected organic phases were dried over magnesium sulfate, filtered... Starting materials: solution, C(CCC)[Li] (n-butyllithium), CC=1OC=CC1 (2-methylfuran), CC1(OCCC1)C=O (2-methyltetrahydrofuran-2-carbaldehyde), [Cl-].[NH4+] (ammonium chloride). The solvent is CCCCCC (hexane), O1CCCC1 (tetrahydrofuran). Reaction conditions: temperature -70 celsius, time 2 hour. Product: CC1=CC=C(O1)C(O)C1(OCCC1)C ((5-methylfuran-2-yl)-(2-methyltetrahydrofuran-2-yl)methanol). The yield is 66.4%. As a reaction SMILES: C([Li])CCC.[CH3:6][C:7]1[O:8][CH:9]=[CH:10][CH:11]=1.[CH3:12][C:13]1([CH:18]=[O:19])[CH2:17][CH2:16][CH2:15][O:14]1.[Cl-].[NH4+]>CCCCCC.O1CCCC1>[CH3:6][C:7]1[O:8][C:9]([CH:18]([C:13]2([CH3:12])[CH2:17][CH2:16][CH2:15][O:14]2)[OH:19])=[CH:10][CH:11]=1 |f:3.4|. Reported procedure: 24 ml (60 mmol, 1.5 eq) of a 2.5 M solution of n-butyllithium in hexane were added dropwise to a solution of 5.0 g (60 mmol, 1.5 eq) of 2-methylfuran in 100 ml of tetrahydrofuran cooled to −70° C. The reaction medium was stirred and allowed to return to ambient temperature for 2 hours. The reaction medium was cooled to −70° C. and then 6.0 g (40 mmol, 1 eq) of 2-methyltetrahydrofuran-2-carbaldehyde at 77% were added. The reaction medium was stirred at ambient temperature for 3 hours. The reactio... The reactants are C(CC(O)(C(=O)O)CC(=O)O)(=O)O (citric acid), COC(C1=CC(=CC=C1)CBr)=O (3-Bromomethylbenzoic acid methyl ester), C(=O)([O-])[O-].[K+].[K+] (K2CO3), BrC=1C(=C(C=C(C=O)C1)OCC)O (5-bromo-3-ethoxy-4-hydroxybenzaldehyde). The reagents and catalysts are [N+](CCCC)(CCCC)(CCCC)CCCC.[I-] (n-Bu4NI). Solvent: O (water), CN(C)C=O (DMF). Reaction conditions: temperature 70 celsius, time 1 hour. The product is COC(C1=CC(=CC=C1)COC1=C(C=C(C=C1OCC)C=O)Br)=O (3-(2-Bromo-6-ethoxy-4-formylphenoxymethyl)-benzoic acid methyl ester). Reaction SMILES: [CH3:1][O:2][C:3](=[O:12])[C:4]1[CH:9]=[CH:8][CH:7]=[C:6]([CH2:10]Br)[CH:5]=1.C([O-])([O-])=O.[K+].[K+].[Br:19][C:20]1[C:21]([OH:31])=[C:22]([O:28][CH2:29][CH3:30])[CH:23]=[C:24]([CH:27]=1)[CH:25]=[O:26].C(O)(=O)CC(CC(O)=O)(C(O)=O)O>[N+](CCCC)(CCCC)(CCCC)CCCC.[I-].CN(C=O)C.O>[CH3:1][O:2][C:3](=[O:12])[C:4]1[CH:9]=[CH:8][CH:7]=[C:6]([CH2:10][O:31][C:21]2[C:22]([O:28][CH2:29][CH3:30])=[CH:23][C:24]([CH:25]=[O:26])=[CH:27][C:20]=2[Br:19])[CH:5]=1 |f:1.2.3,6.7|. Procedure details: 3-Bromomethylbenzoic acid methyl ester (0.77 g), K2CO3 (1.0 g) and a catalytic amount of n-Bu4NI were added to a solution of 5-bromo-3-ethoxy-4-hydroxybenzaldehyde (0.75 g) in 10 mL DMF and the reaction mixture was stirred at 70° C. for 1 h. A solution of 3% citric acid in water was added and the reaction mixture was extracted with ethyl acetate. The organic phases were washed with water and brine, dried over MgSO4 and concentrated. The title compound was obtained after flash column chromatograp... Starting materials: CNC, COCCOC, Nc1nc(-c2ccco2)c(-c2ccnc(F)c2)c(-c2ccco2)n1. Product: CN(C)c1cc(-c2c(-c3ccco3)nc(N)nc2-c2ccco2)ccn1. Reaction SMILES: [CH3:25][NH:26][CH3:27].[CH3:28][O:29][CH2:30][CH2:31][O:32][CH3:33].[F:1][c:2]1[n:3][cH:4][cH:5][c:6](-[c:8]2[c:9](-[c:20]3[o:21][cH:22][cH:23][cH:24]3)[n:10][c:11]([NH2:19])[n:12][c:13]2-[c:14]2[o:15][cH:16][cH:17][cH:18]2)[cH:7]1>>[c:2]1([N:26]([CH3:25])[CH3:27])[n:3][cH:4][cH:5][c:6](-[c:8]2[c:9](-[c:20]3[o:21][cH:22][cH:23][cH:24]3)[n:10][c:11]([NH2:19])[n:12][c:13]2-[c:14]2[o:15][cH:16][cH:17][cH:18]2)[cH:7]1. Reactants: CC=1CS[C@H]2N(C1C(=O)OC(C)(C)C)C(C2NC(C(=NOC(C)(OC)C)C=2N=C(SC2)NC(C2=CC=CC=C2)(C2=CC=CC=C2)C2=CC=CC=C2)=O)=O (tert.-butyl 3-methyl-7-[2-(2-tritylamino-4-thiazolyl)-2-(1-methyl-1-methoxy-ethoxyimino)-acetamido]-ceph-3-eme-4-carboxylate), FC(C(=O)O)(F)F (trifluoroacetic acid). Solvent: C(=O)O (formic acid). Run at time 10 minute. Product: C1(=CC=CC=C1)C(O)(C1=CC=CC=C1)C1=CC=CC=C1 (triphenyl carbinol). As a reaction SMILES: CC1CS[C@@H]2C(NC(=O)C(C3N=C(N[C:33]([C:46]4[CH:51]=[CH:50][CH:49]=[CH:48][CH:47]=4)([C:40]4[CH:45]=[CH:44][CH:43]=[CH:42][CH:41]=4)[C:34]4[CH:39]=[CH:38][CH:37]=[CH:36][CH:35]=4)SC=3)=NOC(C)(OC)C)C(=O)N2C=1C(OC(C)(C)C)=O.FC(F)(F)C(O)=[O:57]>C(O)=O>[C:34]1([C:33]([C:46]2[CH:51]=[CH:50][CH:49]=[CH:48][CH:47]=2)([C:40]2[CH:45]=[CH:44][CH:43]=[CH:42][CH:41]=2)[OH:57])[CH:39]=[CH:38][CH:37]=[CH:36][CH:35]=1. Procedure: 2 g of the product of Step B were added with stirring at room temperature to 20 ml of trifluoroacetic acid held under nitrogen and after stirring for 10 minutes at room temperature, the mixture was concentrated under vacuum to a volume of 8 ml. The mixture was cooled in an ice water bath and 60 ml of isopropyl ether were slowly added thereto. The mixture was stirred for 10 minutes at room temperature and was vaccum filtered and the filter was rinsed with isopropyl ether. The filtrate was evapora... The reactants are NC1CCC(CC1)O (4-amino-cyclohexanol), BrCCCCCBr (1,5-dibromopentane). Yields the product N1(CCCCC1)C1CCC(CC1)O (4-Piperidino-cyclohexanol). RXN SMILES: [NH2:1][CH:2]1[CH2:7][CH2:6][CH:5]([OH:8])[CH2:4][CH2:3]1.Br[CH2:10][CH2:11][CH2:12][CH2:13][CH2:14]Br>>[N:1]1([CH:2]2[CH2:7][CH2:6][CH:5]([OH:8])[CH2:4][CH2:3]2)[CH2:14][CH2:13][CH2:12][CH2:11][CH2:10]1. Procedure details: Prepared from 4-amino-cyclohexanol and 1,5-dibromopentane. Starting materials: CI, CC(C)=O, CCOC(C)=O, [K+], Nc1nc2ccccc2[nH]1, [OH-]. The product is Cn1c(N)nc2ccccc21. Reaction SMILES: [CH3:13][I:14].[CH3:15][C:16](=[O:17])[CH3:18].[CH3:19][CH2:20][O:21][C:22](=[O:23])[CH3:24].[K+:12].[NH2:1][c:2]1[n:3][c:4]2[cH:5][cH:6][cH:7][cH:8][c:9]2[nH:10]1.[OH-:11]>>[NH2:1][c:2]1[n:3]([CH3:13])[c:4]2[cH:5][cH:6][cH:7][cH:8][c:9]2[n:10]1. Starting materials: [N+](=O)([O-])C1=CC=C(C(C=N[C@@H](C(O)(C2=C(C=CC=C2)OC)C2=C(C=CC=C2)OC)C)=C1)O ((R)-N-(5-nitrosalicylidene)-2-amino-1,1-di(2-methoxyphenyl)-1-propanol), cupric acetate, C1(=CC=CC=C1)C (toluene). The solvent is CCCCCCC (n-heptane). Run at temperature 10 celsius. Yields the product [N+](=O)([O-])C1=CC=C(C(C=NC(C(O)(C2=C(C=CC=C2)OC)C2=C(C=CC=C2)OC)C)=C1)O (N-(5-nitrosalicylidene)-2-amino-1,1-di(2-methoxyphenyl)-1-propanol). Isolated yield 99.0%. As a reaction SMILES: [N+:1]([C:4]1[CH:31]=[C:8]([CH:9]=[N:10][C@H:11]([CH3:30])[C:12]([C:22]2[CH:27]=[CH:26][CH:25]=[CH:24][C:23]=2[O:28][CH3:29])([C:14]2[CH:19]=[CH:18][CH:17]=[CH:16][C:15]=2[O:20][CH3:21])[OH:13])[C:7]([OH:32])=[CH:6][CH:5]=1)([O-:3])=[O:2].C1(C)C=CC=CC=1>CCCCCCC>[N+:1]([C:4]1[CH:31]=[C:8]([CH:9]=[N:10][CH:11]([CH3:30])[C:12]([C:14]2[CH:19]=[CH:18][CH:17]=[CH:16][C:15]=2[O:20][CH3:21])([C:22]2[CH:27]=[CH:26][CH:25]=[CH:24][C:23]=2[O:28][CH3:29])[OH:13])[C:7]([OH:32])=[CH:6][CH:5]=1)([O-:3])=[O:2]. Procedure: 19.6 g (44.9 mmol) of (R)-N-(5-nitrosalicylidene)-2-amino-1,1-di(2-methoxyphenyl)-1-propanol, 8.96 g (44.9 mmol) of cupric acetate, and 160 g of toluene were mixed in a flask and reacted at 80° C. for 1 hr under stirring. 100 g of n-heptane were added to the reaction solution to precipitate blue-green chrystals. The precipitated reaction mixture was cooled to 10° C. and filtered to collect the crystals. Collected crystals were washed with 100 g of n-heptane, and dried at room temperature to give... Reactants: CC1=NC(=CC(=C1)[Sn](C)(C)C)C (2,6-Dimethyl-4-(trimethylstannyl)pyridine), BrC1=C(C=C2C(C(=CN(C2=C1)C1CC1)C(=O)OCC)=O)F (ethyl 7-bromo-1-cyclopropyl-6-fluoro-1,4-dihydro-4-oxo-3-quinolinecarboxylate), CN(P(=O)(N(C)C)N(C)C)C (hexamethylphosphoramide). The reagents and catalysts are Cl[Pd]([P](C1=CC=CC=C1)(C2=CC=CC=C2)C3=CC=CC=C3)([P](C4=CC=CC=C4)(C5=CC=CC=C5)C6=CC=CC=C6)Cl (dichlorobis(triphenylphosphine)palladium). Solvent: O1CCOCC1 (dioxane). Product: C1(CC1)N1C=C(C(C2=CC(=C(C=C12)C1=CC(=NC(=C1)C)C)F)=O)C(=O)OCC (ethyl 1-cyclopropyl-7-(2,6-dimethyl-4-pyridinyl)6-fluoro-1,4-dihydro-4-oxo-3-quinolinecarboxylate). The yield is 92.1%. As a reaction SMILES: [CH3:1][C:2]1[CH:7]=[C:6]([Sn](C)(C)C)[CH:5]=[C:4]([CH3:12])[N:3]=1.Br[C:14]1[CH:23]=[C:22]2[C:17]([C:18](=[O:32])[C:19]([C:27]([O:29][CH2:30][CH3:31])=[O:28])=[CH:20][N:21]2[CH:24]2[CH2:26][CH2:25]2)=[CH:16][C:15]=1[F:33].CN(C)P(N(C)C)(N(C)C)=O>O1CCOCC1.Cl[Pd](Cl)([P](C1C=CC=CC=1)(C1C=CC=CC=1)C1C=CC=CC=1)[P](C1C=CC=CC=1)(C1C=CC=CC=1)C1C=CC=CC=1>[CH:24]1([N:21]2[C:22]3[C:17](=[CH:16][C:15]([F:33])=[C:14]([C:6]4[CH:7]=[C:2]([CH3:1])[N:3]=[C:4]([CH3:12])[CH:5]=4)[CH:23]=3)[C:18](=[O:32])[C:19]([C:27]([O:29][CH2:30][CH3:31])=[O:28])=[CH:20]2)[CH2:25][CH2:26]1 |^1:53,72|. Reported procedure: 2,6-Dimethyl-4-(trimethylstannyl)pyridine (part g) (10.1 g) and 1.52 g dichlorobis(triphenylphosphine)palladium was added to a stirred solution of 12.13 g ethyl 7-bromo-1-cyclopropyl-6-fluoro-1,4-dihydro-4-oxo-3-quinolinecarboxylate (part f) and 10 ml hexamethylphosphoramide (HMPA) in 240 ml dioxane under nitrogen. The reaction mixture was heated under reflux for 24 hours, then cooled and partitioned between water and methylene dichloride. The organic extract was washed with sodium chloride solu... Starting materials: ClC1=C(C=CC(=C1)Cl)C=1N=C(C(=NC1CC)N[C@H]1[C@H](CC2=CC=CC=C12)OCC)CC (5-(2,4-dichlorophenyl)-N-[(1R,2S)-2-ethoxy-2,3-dihydro-1H-inden-1-yl]-3,6-diethylpyrazin-2-amine), BrC=1N=C(C(=NC1C1CC1)N[C@H]1[C@H](CC2=CC=CC=C12)O)C ((1R,2S)-1-[(5-bromo-6-cyclopropyl-3-methylpyrazin-2-yl)amino]-2,3-dihydro-1H-inden-2-ol). The product is C1(CC1)C1=C(N=C(C(=N1)N[C@H]1[C@H](CC2=CC=CC=C12)O)C)C1=C(C=C(C=C1)Cl)Cl ((1R,2S)-1-{[6-cyclopropyl-5-(2,4-dichlorophenyl)-3-methylpyrazin-2-yl]amino}-2,3-dihydro-1H-inden-2-ol). RXN SMILES: [Cl:1][C:2]1[CH:7]=[C:6]([Cl:8])[CH:5]=[CH:4][C:3]=1[C:9]1[N:10]=[C:11]([CH2:30]C)[C:12]([NH:17][C@@H:18]2[C:26]3[C:21](=[CH:22][CH:23]=[CH:24][CH:25]=3)[CH2:20][C@@H:19]2[O:27]CC)=[N:13][C:14]=1[CH2:15][CH3:16].Br[C:33]1N=C(C)C(N[C@@H]2C3C(=CC=CC=3)C[C@@H]2O)=NC=1C1CC1>>[CH:15]1([C:14]2[N:13]=[C:12]([NH:17][C@@H:18]3[C:26]4[C:21](=[CH:22][CH:23]=[CH:24][CH:25]=4)[CH2:20][C@@H:19]3[OH:27])[C:11]([CH3:30])=[N:10][C:9]=2[C:3]2[CH:4]=[CH:5][C:6]([Cl:8])=[CH:7][C:2]=2[Cl:1])[CH2:16][CH2:33]1. Procedure: Following the procedure for the preparation of 5-(2,4-dichlorophenyl)-N-[(1R,2S)-2-ethoxy-2,3-dihydro-1H-inden-1-yl]-3,6-diethylpyrazin-2-amine but substituting (1R,2S)-1-[(5-bromo-6-cyclopropyl-3-methylpyrazin-2-yl)amino]-2,3-dihydro-1H-inden-2-ol and making non-critical variations provided the title compound as a solid: 1H NMR (CDCl3) δ 0.87-1.03, 1.60-1.69, 2.42, 2.71, 3.03, 3.25, 4.73, 4.99, 5.53, 7.12-7.66; MS (ESI+) for C23H21Cl2N3O m/z 426 (M+H)+.